The task is: describe an organic reaction: reactants, conditions, products, and yield. This data is from the Open Reaction Database (ORD), a public repository of structured organic reaction records. Solvent: N1=C(C=CC=C1C)C (2,6-lutidine), N1=C(C=CC=C1C)C (2,6-lutidine). The reactants are C1(=CC=C(C=C1)S(=O)(=O)O)C (p-toluenesulfonic acid), C(CCC)C1(NC1)CC ((+-)-2-Butyl-2-ethylaziridine), SC1=C(C(=O)C2=CC=CC=C2)C=CC(=C1)OC (2-Mercapto-4-methoxybenzophenone). Yields the product C(CCC)C1(NSC2=C(C(=C1)C1=CC=CC=C1)C=CC(=C2)OC)CC ((+-)-3-Butyl-3-ethyl-8-methoxy-5-phenyl-2,3-dihydrobenzothiazepine). Reaction conditions: time 1 hour. The yield is 81.0%. Reaction SMILES: [CH2:1]([C:5]1([CH2:8][CH3:9])[CH2:7][NH:6]1)[CH2:2][CH2:3][CH3:4].[SH:10][C:11]1[CH:24]=[C:23]([O:25][CH3:26])[CH:22]=[CH:21][C:12]=1[C:13]([C:15]1[CH:20]=[CH:19][CH:18]=[CH:17][CH:16]=1)=O.C1(C)C=CC(S(O)(=O)=O)=CC=1>N1C(C)=CC=CC=1C>[CH2:1]([C:5]1([CH2:8][CH3:9])[CH:7]=[C:13]([C:15]2[CH:20]=[CH:19][CH:18]=[CH:17][CH:16]=2)[C:12]2[CH:21]=[CH:22][C:23]([O:25][CH3:26])=[CH:24][C:11]=2[S:10][NH:6]1)[CH2:2][CH2:3][CH3:4]. Procedure: The product (55.2 g) from step (i), in 2,6-lutidine (100 ml), was added to a solution of the product (118.5 g) from step (c) in 2,6-lutidine (400 ml). The reaction mixture was stirred for 1 hour and p-toluenesulfonic acid (9.0 g) was added and then refluxed with a Dean Stark trap for 17 hours. The reaction mixture was concentrated in vacuo and the residue was partitioned between 5% NaHCO3 and EtOAc. The organic layer was separated, dried and concentrated to get an oil which was chromatographed o... Starting materials: O=CCN1N=CC2=CC=CC(=C12)C(=O)OC (methyl 1-(2-oxoethyl)-1H-indazole-7-carboxylate), Cl.Cl.N[C@@H]1CN2CCC1CC2 ((S)-(−)-3-aminoquinuclidine dihydrochloride), [H-].[Na+] (sodium hydride), C(C)(=O)O[BH-](OC(C)=O)OC(C)=O.[Na+] (sodium triacetoxyborohydride). The solvent is C1CCOC1 (THF), C1CCOC1 (THF), C(C)(=O)O (Acetic acid). Reaction conditions: time 1.5 hour. Yields the product N12C[C@H](C(CC1)CC2)NCCN2N=CC1=CC=CC(=C21)C(=O)OC ((S)-methyl 1-(2-(quinuclidin-3-ylamino)ethyl)-1H-indazole-7-carboxylate). As a reaction SMILES: Cl.Cl.[NH2:3][C@H:4]1[CH:9]2[CH2:10][CH2:11][N:6]([CH2:7][CH2:8]2)[CH2:5]1.[H-].[Na+].C(O[BH-](OC(=O)C)OC(=O)C)(=O)C.[Na+].O=[CH:29][CH2:30][N:31]1[C:39]2[C:34](=[CH:35][CH:36]=[CH:37][C:38]=2[C:40]([O:42][CH3:43])=[O:41])[CH:33]=[N:32]1>C1COCC1.C(O)(=O)C>[N:6]12[CH2:11][CH2:10][CH:9]([CH2:8][CH2:7]1)[C@H:4]([NH:3][CH2:29][CH2:30][N:31]1[C:39]3[C:34](=[CH:35][CH:36]=[CH:37][C:38]=3[C:40]([O:42][CH3:43])=[O:41])[CH:33]=[N:32]1)[CH2:5]2 |f:0.1.2,3.4,5.6|. Procedure: To a stirred solution of (S)-(−)-3-aminoquinuclidine dihydrochloride (0.3 g, 1.3 mmol) in THF (13 mL) was added sodium hydride (0.1 g, 2.7 mmol) and the mixture was stirred for 1.5 h. Acetic acid (0.5 mL) and sodium triacetoxyborohydride (380 mg, 1.8 mmol) were added and stirred for 0.5 h. A solution of methyl 1-(2-oxoethyl)-1H-indazole-7-carboxylate (0.3 g, 1.3 mmol) from Step E above in THF (13 mL) was added dropwise, and the resulting suspension was stirred overnight at ambient temperature. T...